From a dataset of the Open Reaction Database (ORD), a public repository of structured organic reaction records. describe an organic reaction: reactants, conditions, products, and yield Starting materials: CCN(CC)C(=O)c1ccc2c(CC(C)N)c[nH]c2c1, CC[Si](CC)(CC)OC(CI)c1ccc(OCc2ccccc2)c(NS(C)(=O)=O)c1, CC#N. Yields the product CCN(CC)C(=O)c1ccc2c(CC(C)NCC(O[Si](CC)(CC)CC)c3ccc(OCc4ccccc4)c(NS(C)(=O)=O)c3)c[nH]c2c1. As a reaction SMILES: [CH2:1]([CH3:2])[N:3]([C:4](=[O:5])[c:6]1[cH:7][cH:8][c:9]2[c:10]([CH2:15][CH:16]([CH3:17])[NH2:18])[cH:11][nH:12][c:13]2[cH:14]1)[CH2:19][CH3:20].[CH2:21]([c:22]1[cH:23][cH:24][cH:25][cH:26][cH:27]1)[O:28][c:29]1[c:30]([NH:46][S:47](=[O:48])(=[O:49])[CH3:50])[cH:31][c:32]([CH:35]([CH2:36][I:37])[O:38][Si:39]([CH2:40][CH3:41])([CH2:42][CH3:43])[CH2:44][CH3:45])[cH:33][cH:34]1.[CH3:51][C:52]#[N:53]>>[CH2:1]([CH3:2])[N:3]([C:4](=[O:5])[c:6]1[cH:7][cH:8][c:9]2[c:10]([CH2:15][CH:16]([CH3:17])[NH:18][CH2:36][CH:35]([c:32]3[cH:31][c:30]([NH:46][S:47](=[O:48])(=[O:49])[CH3:50])[c:29]([O:28][CH2:21][c:22]4[cH:23][cH:24][cH:25][cH:26][cH:27]4)[cH:34][cH:33]3)[O:38][Si:39]([CH2:40][CH3:41])([CH2:42][CH3:43])[CH2:44][CH3:45])[cH:11][nH:12][c:13]2[cH:14]1)[CH2:19][CH3:20]. Starting materials: C(C)OC(COC1=CC2=C(SC(=C2)C(CC)O)C(=C1Cl)Cl)=O (ethyl[[6,7-dichloro-2-(1-hydroxypropyl)benzo[b]thien-5-yl]oxy]acetate), [OH-].[Na+] (sodium hydroxide), Cl (hydrochloric acid). Run in ice water, C(C)OCC (ethyl ether), C(C)O (ethanol). Conditions: time 30 minute. Yields the product ClC=1C(=CC2=C(SC(=C2)C(CC)O)C1Cl)OCC(=O)O ([[6,7-dichloro-2-(1-hydroxypropyl)benzo[b]thien-5-yl]oxy]acetic acid). The yield is 85.6%. Reaction SMILES: C([O:3][C:4](=[O:22])[CH2:5][O:6][C:7]1[C:19]([Cl:20])=[C:18]([Cl:21])[C:10]2[S:11][C:12]([CH:14]([OH:17])[CH2:15][CH3:16])=[CH:13][C:9]=2[CH:8]=1)C.[OH-].[Na+].Cl>C(O)C.C(OCC)C>[Cl:20][C:19]1[C:7]([O:6][CH2:5][C:4]([OH:22])=[O:3])=[CH:8][C:9]2[CH:13]=[C:12]([CH:14]([OH:17])[CH2:15][CH3:16])[S:11][C:10]=2[C:18]=1[Cl:21] |f:1.2|. Reported procedure: To 9.5 g of ethyl[[6,7-dichloro-2-(1-hydroxypropyl)benzo[b]thien-5-yl]oxy]acetate in 210 ml of ethanol is added 180 ml of 6N sodium hydroxide solution and the mixture is stirred at 100° for 30 mins. The cooled mixture is concentrated in vacuo to give a white slurry which is diluted with 400 ml of ice water and 300 ml of ethyl ether. With stirring and efficient cooling, the mixture is acidified with 6N hydrochloric acid. The acidic mixture is extracted with ethyl ether. The ether extracts are was... The reactants are O=C(Cl)CC12CC3CC(CC(C3)C1)C2, Cc1ccc(CO)cc1N. Product: Cc1ccc(CO)cc1NC(=O)CC12CC3CC(CC(C3)C1)C2. RXN SMILES: [C:1]12([CH2:11][C:12](=[O:13])[Cl:14])[CH2:2][CH:3]3[CH2:4][CH:5]([CH2:6][CH:7]([CH2:8]1)[CH2:9]3)[CH2:10]2.[NH2:15][c:16]1[cH:17][c:18]([CH2:19][OH:20])[cH:21][cH:22][c:23]1[CH3:24]>>[C:1]12([CH2:11][C:12](=[O:13])[NH:15][c:16]3[cH:17][c:18]([CH2:19][OH:20])[cH:21][cH:22][c:23]3[CH3:24])[CH2:2][CH:3]3[CH2:4][CH:5]([CH2:6][CH:7]([CH2:8]1)[CH2:9]3)[CH2:10]2. The reactants are FC1=C(CCO)C=CC=C1 (2-fluorophenethylalcohol), CS(=O)(=O)Cl (methanesulfonyl chloride). Solvent: C(C)N(CC)CC (triethylamine), C(Cl)Cl (methylene chloride). Run at time 30 minute. The product is CS(=O)(=O)OCCC1=C(C=CC=C1)F (2-(2-fluorophenyl)ethyl methanesulfonate). As a reaction SMILES: [F:1][C:2]1[CH:10]=[CH:9][CH:8]=[CH:7][C:3]=1[CH2:4][CH2:5][OH:6].[CH3:11][S:12](Cl)(=[O:14])=[O:13]>C(N(CC)CC)C.C(Cl)Cl>[CH3:11][S:12]([O:6][CH2:5][CH2:4][C:3]1[CH:7]=[CH:8][CH:9]=[CH:10][C:2]=1[F:1])(=[O:14])=[O:13]. Procedure: To a solution of 2-fluorophenethylalcohol (25.0 g) in triethylamine (37.5 ml) and methylene chloride (250 ml) was added dropwise methanesulfonyl chloride (16.7 ml) under ice-cooling, and the mixture was stirred for 30 min. The reaction mixture was warmed to room temperature, washed with water and saturated brine, dried over anhydrous magnesium sulfate, and concentrated to give 2-(2-fluorophenyl)ethyl methanesulfonate. The product is C(C)(C)(C)OC(C)(C)C (t-Butyl Ether). Reactants: C(C)(C)(C)O (t-butanol), C(CCCCC)O (1-hexanol), Ti Si, N#N (N2), C(CCCCC)O (hexanol), C(C)(C)(C)OCCCCCC (hexyl t-butyl ether). As a reaction SMILES: [C:1]([OH:5])([CH3:4])([CH3:3])[CH3:2].C(O)CCCCC.N#N.[C:15](OCCCCCC)([CH3:18])([CH3:17])[CH3:16]>>[C:1]([O:5][C:15]([CH3:18])([CH3:17])[CH3:16])([CH3:4])([CH3:3])[CH3:2]. Procedure: 300 mmoles of t-butanol, 100 mmoles of 1-hexanol and 2.5 g of Ti-Si-catalyst powder are stirred in a 100 ml autoclave at a pressure of 40 bar N2 and a temperature of 150° C. over a period of 17 h, 17% of n hexanol were converted into hexyl t-butyl ether with a selectivity of 90%. Conditions: time 17 hour. Starting materials: OCCC(c1ccccc1)c1cc(Br)ccc1OCc1ccccc1, ClCCl, Cc1ccc(S(=O)(=O)Cl)cc1, c1ccncc1. Yields the product Cc1ccc(S(=O)(=O)OCCC(c2ccccc2)c2cc(Br)ccc2OCc2ccccc2)cc1. Reaction SMILES: [CH2:1]([c:2]1[cH:3][cH:4][cH:5][cH:6][cH:7]1)[O:8][c:9]1[c:10]([CH:16]([CH2:17][CH2:18][OH:19])[c:20]2[cH:21][cH:22][cH:23][cH:24][cH:25]2)[cH:11][c:12]([Br:15])[cH:13][cH:14]1.[Cl:43][CH2:44][Cl:45].[c:32]1([CH3:42])[cH:33][cH:34][c:35]([S:38](=[O:39])(=[O:40])[Cl:41])[cH:36][cH:37]1.[cH:26]1[cH:27][cH:28][n:29][cH:30][cH:31]1>>[CH2:1]([c:2]1[cH:3][cH:4][cH:5][cH:6][cH:7]1)[O:8][c:9]1[c:10]([CH:16]([CH2:17][CH2:18][O:19][S:38]([c:35]2[cH:34][cH:33][c:32]([CH3:42])[cH:37][cH:36]2)(=[O:39])=[O:40])[c:20]2[cH:21][cH:22][cH:23][cH:24][cH:25]2)[cH:11][c:12]([Br:15])[cH:13][cH:14]1. Starting materials: crude product, CCN(C(C)C)C(C)C (Hunig's base), CC(=O)OCC1=C2C=CC=CC2=C(C3=CC=CC=C31)COC(=O)C (acetic), C(C)OC(C1=CC=C(C=C1)NC1=NN(C=N1)C1=CC(=NC=C1)Cl)=O (4-[1-(2-Chloro-pyridin-4-yl)-1H-[1,2,4]triazol-3-ylamino]-benzoic acid ethyl ester), C[C@@H]1CNC[C@@H](N1)C (cis—3,5 dimethyl piperazine). Solvent: C(Cl)Cl (CH2Cl2), CN(C)C=O (DMF), CN1CCCC1=O (NMP). Run at temperature 250 celsius, time 3 hour. Product: C(C)OC(C1=CC=C(C=C1)NC1=NN(C=N1)C1=CC(=NC=C1)N1CC(N(C(C1)C)C(C)=O)C)=O (4-{1-[2-(4-Acetyl-3,5-dimethyl-piperazin-1-yl)-pyridin-4-yl]-1H-[1,2,4]triazol-3-ylamino}-benzoic acid ethyl ester). The yield is 44.0%. Reaction SMILES: [CH2:1]([O:3][C:4](=[O:24])[C:5]1[CH:10]=[CH:9][C:8]([NH:11][C:12]2[N:16]=[CH:15][N:14]([C:17]3[CH:22]=[CH:21][N:20]=[C:19](Cl)[CH:18]=3)[N:13]=2)=[CH:7][CH:6]=1)[CH3:2].[CH3:25][C@H:26]1[NH:31][C@@H:30]([CH3:32])[CH2:29][NH:28][CH2:27]1.CCN(C(C)C)C(C)C.[CH3:42][C:43](OCC1C2C(=CC=CC=2)C(COC(C)=O)=C2C=1C=CC=C2)=[O:44]>CN1C(=O)CCC1.C(Cl)Cl.CN(C=O)C>[CH2:1]([O:3][C:4](=[O:24])[C:5]1[CH:10]=[CH:9][C:8]([NH:11][C:12]2[N:16]=[CH:15][N:14]([C:17]3[CH:22]=[CH:21][N:20]=[C:19]([N:28]4[CH2:29][CH:30]([CH3:32])[N:31]([C:43](=[O:44])[CH3:42])[CH:26]([CH3:25])[CH2:27]4)[CH:18]=3)[N:13]=2)=[CH:7][CH:6]=1)[CH3:2]. Procedure details: To a solution of 500 mg of 4-[1-(2-Chloro-pyridin-4-yl)-1H-[1,2,4]triazol-3-ylamino]-benzoic acid ethyl ester (1.45 mMol, 1 equiv) in 10 mL of NMP was added 400 mg of cis—3,5 dimethyl piperazine (3.50 mMol, 2.41 equiv). The stirred solution was heated to 250° C. via microwave irradiation for 15 min. The crude product was precipitated by pouring into 100 mL of water and isolated by filtration. The crude product was then redissolved in 10 mL of CH2Cl2 and 2 mL of DMF. To the stirred solution was a...